This data is from the Open Reaction Database (ORD), a public repository of structured organic reaction records. The task is: describe an organic reaction: reactants, conditions, products, and yield The reactants are FC1=CC=C(C=C1)CC(=O)N=C=S (2-(4-fluorophenyl)acetyl isothiocyanate), NC1=CC(=C(OC2=NC=NC(=C2)NC(=O)N2CCC(CC2)CN(C)C)C=C1)F (4-(4-amino-2-fluorophenoxy)-6-{[4-(dimethylaminomethyl)piperidin-1-yl]carbonylamino}pyrimidine), C12(C(=O)CC(CC1)C2(C)C)CS(=O)(=O)O ((+)-10-camphorsulfonic acid). The solvent is C1(=CC=CC=C1)C (toluene), C(C)O (ethanol). Reaction conditions: time 2 hour. The product is CN(C)CC1CCN(CC1)C(=O)NC1=NC=NC(=C1)OC1=C(C=C(C=C1)NC(=S)NC(CC1=CC=C(C=C1)F)=O)F (4-{[4-(Dimethylaminomethyl)piperidin-1-yl]carbonylamino}-6-(2-fluoro-4-{3-[2-(4-fluorophenyl)acetyl]thioureido}phenoxy)pyrimidine). Yield: 40.0%. As a reaction SMILES: [F:1][C:2]1[CH:7]=[CH:6][C:5]([CH2:8][C:9]([N:11]=[C:12]=[S:13])=[O:10])=[CH:4][CH:3]=1.[NH2:14][C:15]1[CH:40]=[CH:39][C:18]([O:19][C:20]2[CH:25]=[C:24]([NH:26][C:27]([N:29]3[CH2:34][CH2:33][CH:32]([CH2:35][N:36]([CH3:38])[CH3:37])[CH2:31][CH2:30]3)=[O:28])[N:23]=[CH:22][N:21]=2)=[C:17]([F:41])[CH:16]=1.C12(CS(O)(=O)=O)C(C)(C)C(CC1)CC2=O>C1(C)C=CC=CC=1.C(O)C>[CH3:38][N:36]([CH2:35][CH:32]1[CH2:33][CH2:34][N:29]([C:27]([NH:26][C:24]2[CH:25]=[C:20]([O:19][C:18]3[CH:39]=[CH:40][C:15]([NH:14][C:12]([NH:11][C:9](=[O:10])[CH2:8][C:5]4[CH:4]=[CH:3][C:2]([F:1])=[CH:7][CH:6]=4)=[S:13])=[CH:16][C:17]=3[F:41])[N:21]=[CH:22][N:23]=2)=[O:28])[CH2:30][CH2:31]1)[CH3:37]. Procedure: After adding a solution of 2-(4-fluorophenyl)acetyl isothiocyanate in toluene (0.2 M, 3.0 ml) to a solution of 4-(4-amino-2-fluorophenoxy)-6-{[4-(dimethylaminomethyl)piperidin-1-yl]carbonylamino}pyrimidine (118 mg) and (+)-10-camphorsulfonic acid (70.6 mg) in ethanol (3.0 ml) at room temperature, the mixture was stirred for 2 hours. The reaction mixture was partitioned between ethyl acetate and saturated aqueous sodium hydrogencarbonate. The organic layer was washed with saturated aqueous sodium...